From a dataset of the Open Reaction Database (ORD), a public repository of structured organic reaction records. describe an organic reaction: reactants, conditions, products, and yield The product is ClC=1C=C(C=CC1Cl)[C@H]1[C@@H](CN(CCO1)C(=O)OC(C)(C)C)CNC(=O)C1=CC(=CC=C1)C1=NN=NN1 (tert-butyl (6R,7R)-7-(3,4-dichlorophenyl)-6-[({[3-(1H-tetrazol-5-yl)phenyl]carbonyl}amino)methyl]-1,4-oxazepane-4-carboxylate). Isolated yield 29.5%. The reactants are C(#N)C=1C=C(C=CC1)C(=O)NC[C@@H]1CN(CCO[C@H]1C1=CC(=C(C=C1)Cl)Cl)C(=O)OC(C)(C)C (tert-butyl (6R,7R)-6-({[(3-cyanophenyl)carbonyl]amino}methyl)-7-(3,4-dichlorophenyl)-1,4-oxazepane-4-carboxylate), [N-]=[N+]=[N-].[Na+] (sodium azide), [Cl-].[NH4+] (ammonium chloride). Run in CN(C)C=O (DMF), C(C)(=O)OCC (ethyl acetate). As a reaction SMILES: [C:1]([C:3]1[CH:4]=[C:5]([C:9]([NH:11][CH2:12][C@H:13]2[C@H:19]([C:20]3[CH:25]=[CH:24][C:23]([Cl:26])=[C:22]([Cl:27])[CH:21]=3)[O:18][CH2:17][CH2:16][N:15]([C:28]([O:30][C:31]([CH3:34])([CH3:33])[CH3:32])=[O:29])[CH2:14]2)=[O:10])[CH:6]=[CH:7][CH:8]=1)#[N:2].[N-:35]=[N+:36]=[N-:37].[Na+].[Cl-].[NH4+]>CN(C=O)C.C(OCC)(=O)C>[Cl:27][C:22]1[CH:21]=[C:20]([C@@H:19]2[O:18][CH2:17][CH2:16][N:15]([C:28]([O:30][C:31]([CH3:34])([CH3:33])[CH3:32])=[O:29])[CH2:14][C@H:13]2[CH2:12][NH:11][C:9]([C:5]2[CH:6]=[CH:7][CH:8]=[C:3]([C:1]3[NH:37][N:36]=[N:35][N:2]=3)[CH:4]=2)=[O:10])[CH:25]=[CH:24][C:23]=1[Cl:26] |f:1.2,3.4|. Procedure details: To a solution of tert-butyl (6R,7R)-6-({[(3-cyanophenyl)carbonyl]amino}methyl)-7-(3,4-dichlorophenyl)-1,4-oxazepane-4-carboxylate (100 mg) in DMF (4 mL) were added sodium azide (38.7 mg) and ammonium chloride (37.1 mg) at room temperature, and the mixture was stirred at 100° C. overnight. The reaction mixture was diluted with ethyl acetate. The diluted solution was washed with distilled water and brine, and dried over anhydrous magnesium sulfate. The solvent was evaporated under reduced pressure... Conditions: temperature 100 celsius, time 8 hour.